This data is from the Open Reaction Database (ORD), a public repository of structured organic reaction records. The task is: describe an organic reaction: reactants, conditions, products, and yield Starting materials: CCOC(=O)c1cn(C2CCCN(C(=O)OC(C)(C)C)C2)c2ncc(Br)cc2c1=O, ClCCl, Cl, C1COCCO1. The product is CCOC(=O)c1cn(C2CCCNC2)c2ncc(Br)cc2c1=O. Reaction SMILES: [Br:1][c:2]1[cH:3][c:4]2[c:5](=[O:30])[c:6]([C:25](=[O:26])[O:27][CH2:28][CH3:29])[cH:7][n:8]([CH:12]3[CH2:13][N:14]([C:18]([O:19][C:20]([CH3:21])([CH3:22])[CH3:23])=[O:24])[CH2:15][CH2:16][CH2:17]3)[c:9]2[n:10][cH:11]1.[Cl:38][CH2:39][Cl:40].[ClH:31].[O:32]1[CH2:33][CH2:34][O:35][CH2:36][CH2:37]1>>[Br:1][c:2]1[cH:3][c:4]2[c:5](=[O:30])[c:6]([C:25](=[O:26])[O:27][CH2:28][CH3:29])[cH:7][n:8]([CH:12]3[CH2:13][NH:14][CH2:15][CH2:16][CH2:17]3)[c:9]2[n:10][cH:11]1.